From a dataset of the Open Reaction Database (ORD), a public repository of structured organic reaction records. describe an organic reaction: reactants, conditions, products, and yield Starting materials: CC(Br)C#N, CN(C)C(=O)Sc1c(Cl)ccc2c1CCN(C(=O)OC(C)(C)C)CC2, CO, CCOC(C)=O, [H-], [K+], [Na+], [OH-]. Product: CC(C#N)Sc1c(Cl)ccc2c1CCN(C(=O)OC(C)(C)C)CC2. As a reaction SMILES: [Br:30][CH:31]([C:32]#[N:33])[CH3:34].[C:3]([CH3:4])([CH3:5])([CH3:6])[O:7][C:8](=[O:9])[N:10]1[CH2:11][CH2:12][c:13]2[c:14]([c:17]([S:22][C:23](=[O:24])[N:25]([CH3:26])[CH3:27])[c:18]([Cl:21])[cH:19][cH:20]2)[CH2:15][CH2:16]1.[CH3:35][OH:36].[CH3:37][CH2:38][O:39][C:40]([CH3:41])=[O:42].[H-:28].[K+:2].[Na+:29].[OH-:1]>>[C:3]([CH3:4])([CH3:5])([CH3:6])[O:7][C:8](=[O:9])[N:10]1[CH2:11][CH2:12][c:13]2[c:14]([c:17]([S:22][CH:23]([C:32]#[N:33])[CH3:35])[c:18]([Cl:21])[cH:19][cH:20]2)[CH2:15][CH2:16]1. The reactants are CN1CCc2[nH]c3ccc(Cl)cc3c2CC1, CN(C(=O)CCl)C1CCCCC1, [Cu]I, [K+], [K+], [K+], CN(C)C=O, O=C(O)C1CCCN1, O=P([O-])([O-])[O-]. Yields the product CN1CCc2c(n(CC(=O)N(C)C3CCCCC3)c3ccc(Cl)cc23)CC1. As a reaction SMILES: [Cl:1][c:2]1[cH:3][c:4]2[c:5]3[c:6]([nH:7][c:8]2[cH:9][cH:10]1)[CH2:11][CH2:12][N:13]([CH3:16])[CH2:14][CH2:15]3.[Cl:33][CH2:34][C:35](=[O:36])[N:37]([CH3:38])[CH:39]1[CH2:40][CH2:41][CH2:42][CH2:43][CH2:44]1.[Cu:45][I:46].[K+:30].[K+:31].[K+:32].[O:47]=[CH:48][N:49]([CH3:50])[CH3:51].[OH:17][C:18]([CH:19]1[NH:20][CH2:21][CH2:22][CH2:23]1)=[O:24].[P:25]([O-:26])([O-:27])([O-:28])=[O:29]>>[Cl:1][c:2]1[cH:3][c:4]2[c:5]3[c:6]([n:7]([CH2:34][C:35](=[O:36])[N:37]([CH3:38])[CH:39]4[CH2:40][CH2:41][CH2:42][CH2:43][CH2:44]4)[c:8]2[cH:9][cH:10]1)[CH2:11][CH2:12][N:13]([CH3:16])[CH2:14][CH2:15]3. The reactants are Oc1cc(C(F)(F)F)nc(-c2ccc(C(F)(F)F)nc2)n1, O=P(Cl)(Cl)Cl. Yields the product FC(F)(F)c1ccc(-c2nc(Cl)cc(C(F)(F)F)n2)cn1. Reaction SMILES: [OH:1][c:2]1[n:3][c:4](-[c:12]2[cH:13][n:14][c:15]([C:18]([F:19])([F:20])[F:21])[cH:16][cH:17]2)[n:5][c:6]([C:8]([F:9])([F:10])[F:11])[cH:7]1.[P:22]([Cl:23])([Cl:24])([Cl:25])=[O:26]>>[c:2]1([Cl:24])[n:3][c:4](-[c:12]2[cH:13][n:14][c:15]([C:18]([F:19])([F:20])[F:21])[cH:16][cH:17]2)[n:5][c:6]([C:8]([F:9])([F:10])[F:11])[cH:7]1. Reactants: [BH4-], CN1CCOCC1, CCOC(C)=O, CC(C)COC(=O)Cl, Cl, [Na+], CC(CCC(=O)O)C1CCC2C3C(OC4CCCCO4)CC4CC(OC5CCCCO5)CCC4(C)C3CCC12C, C1CCOC1, O. The product is CC(CCCO)C1CCC2C3C(OC4CCCCO4)CC4CC(OC5CCCCO5)CCC4(C)C3CCC12C. As a reaction SMILES: [BH4-:56].[CH3:41][N:42]1[CH2:43][CH2:44][O:45][CH2:46][CH2:47]1.[CH3:65][CH2:66][O:67][C:68](=[O:69])[CH3:70].[Cl:48][C:49]([O:50][CH2:51][CH:52]([CH3:53])[CH3:54])=[O:55].[ClH:58].[Na+:57].[O:1]1[CH:2]([O:7][CH:8]2[CH2:9][CH:10]3[CH2:11][CH:12]([O:34][CH:35]4[O:36][CH2:37][CH2:38][CH2:39][CH2:40]4)[CH:13]4[CH:14]5[CH2:15][CH2:16][CH:17]([CH:18]([CH2:19][CH2:20][C:21](=[O:22])[OH:23])[CH3:24])[C:25]5([CH3:33])[CH2:26][CH2:27][CH:28]4[C:29]3([CH3:32])[CH2:30][CH2:31]2)[CH2:3][CH2:4][CH2:5][CH2:6]1.[O:59]1[CH2:60][CH2:61][CH2:62][CH2:63]1.[OH2:64]>>[O:1]1[CH:2]([O:7][CH:8]2[CH2:9][CH:10]3[CH2:11][CH:12]([O:34][CH:35]4[O:36][CH2:37][CH2:38][CH2:39][CH2:40]4)[CH:13]4[CH:14]5[CH2:15][CH2:16][CH:17]([CH:18]([CH2:19][CH2:20][CH2:21][OH:22])[CH3:24])[C:25]5([CH3:33])[CH2:26][CH2:27][CH:28]4[C:29]3([CH3:32])[CH2:30][CH2:31]2)[CH2:3][CH2:4][CH2:5][CH2:6]1.